This data is from the Open Reaction Database (ORD), a public repository of structured organic reaction records. The task is: describe an organic reaction: reactants, conditions, products, and yield The reactants are NO (hydroxylamine), O-sulfonic acid, OC=1C=C(C=O)C=C(C1O)[N+](=O)[O-] (3,4-dihydroxy-5-nitrobenzaldehyde). The solvent is O (water), O (water). Run at time 3.5 hour. Yields the product OC=1C=C(C#N)C=C(C1O)[N+](=O)[O-] (3,4-dihydroxy-5-nitrobenzonitrile). Reaction SMILES: [NH2:1]O.[OH:3][C:4]1[CH:5]=[C:6]([CH:9]=[C:10]([N+:13]([O-:15])=[O:14])[C:11]=1[OH:12])[CH:7]=O>O>[OH:3][C:4]1[CH:5]=[C:6]([CH:9]=[C:10]([N+:13]([O-:15])=[O:14])[C:11]=1[OH:12])[C:7]#[N:1]. Reported procedure: A solution of 1.7 g of hydroxylamine, O-sulfonic acid in 6 ml of water is added to a solution of 1.83 g of 3,4-dihydroxy-5-nitrobenzaldehyde in 25 ml of water, subsequently stirred at 65° for 3.5 hours, cooled, the separated precipitate is filtered off under suction and taken up in ethyl acetate. The organic phase is dried over sodium sulfate and evaporated in a water-jet vacuum. The crystals obtained are recrystallized from ethyl acetate/n-hexane. There is obtained 3,4-dihydroxy-5-nitrobenzonit... The yield is 67.9%. Run in C1(=CC=CC=C1)C (toluene). Procedure details: A stirred mixture of 7.88 g (0.0250 mole) of 9-bromo-1,2dihydrobenzo[b]pyrrolo[3,2,1-jk][1,4]benzodiazepine-6-one and 1200 ml of toluene was heated under nitrogen until a solution resulted. Then there was added 40.6 g (0.250 mole) of N-phenylpiperazine, followed by 14.2 g (0.075 mole) of titanium tetrachloride. The mixture was heated under reflux for three hours, cooled to room temperature and treated with 500 ml of 2N sodium hydroxide solution. After stirring vigorously for 15 minutes, the laye... Product: BrC1=CC2=C(N3C4=C(C(=N2)N2CCN(CC2)C2=CC=CC=C2)C=CC=C4CC3)C=C1 (9-Bromo-6-(4-phenyl-1-piperazinyl)-1,2-dihydrobenzo[b]pyrrolo[3,2,1-jk][1,4]benzodiazepine). Reaction conditions: time 15 minute. Starting materials: BrC1=CC2=C(N3C4=C(C(N2)=O)C=CC=C4CC3)C=C1 (9-bromo-1,2dihydrobenzo[b]pyrrolo[3,2,1-jk][1,4]benzodiazepine-6-one), [OH-].[Na+] (sodium hydroxide), C1(=CC=CC=C1)N1CCNCC1 (N-phenylpiperazine). As a reaction SMILES: [Br:1][C:2]1[CH:19]=[CH:18][C:5]2[N:6]3[CH2:17][CH2:16][C:15]4[C:7]3=[C:8]([CH:12]=[CH:13][CH:14]=4)[C:9](=O)[NH:10][C:4]=2[CH:3]=1.[C:20]1([N:26]2[CH2:31][CH2:30][NH:29][CH2:28][CH2:27]2)[CH:25]=[CH:24][CH:23]=[CH:22][CH:21]=1.[OH-].[Na+]>[Ti](Cl)(Cl)(Cl)Cl.C1(C)C=CC=CC=1>[Br:1][C:2]1[CH:19]=[CH:18][C:5]2[N:6]3[CH2:17][CH2:16][C:15]4[C:7]3=[C:8]([CH:12]=[CH:13][CH:14]=4)[C:9]([N:29]3[CH2:30][CH2:31][N:26]([C:20]4[CH:25]=[CH:24][CH:23]=[CH:22][CH:21]=4)[CH2:27][CH2:28]3)=[N:10][C:4]=2[CH:3]=1 |f:2.3|. Reagents/catalysts: [Ti](Cl)(Cl)(Cl)Cl (titanium tetrachloride).